Dataset: the Open Reaction Database (ORD), a public repository of structured organic reaction records. Task: describe an organic reaction: reactants, conditions, products, and yield The reactants are Cl (hydrogen chloride), C([O-])([O-])=O.[K+].[K+] (potassium carbonate), C(C1=CC=CC=C1)OC=1C(=C(C(=C(C1)OCC1=CC=CC=C1)C1=CC=CC=C1)CC1=NN(C(O1)=O)CCOC1OCCCC1)CC (5-{[3,5-bis(benzyloxy)-2-ethyl-6-phenylphenyl]methyl}-3-(2-tetrahydropyran-2-yloxyethyl)-3H-1,3,4-oxadiazol-2-one), C(O)([O-])=O.[Na+] (sodium hydrogencarbonate), BrCCOC1OCCCC1 (2-(2-bromoethoxy)tetrahydro-2H-pyran). Solvent: CO (methanol), CN(C=O)C (N,N-dimethylformamide), CO (methanol). Reaction conditions: time 30 minute. The product is C(C1=CC=CC=C1)OC=1C(=C(C(=C(C1)OCC1=CC=CC=C1)C1=CC=CC=C1)CC1=NN(C(O1)=O)CCO)CC (5-{[3,5-bis(benzyloxy)-2-ethyl-6-phenylphenyl]methyl}-3-(2-hydroxyethyl)-3H-1,3,4-oxadiazol-2-one). Yield: 85.0%. As a reaction SMILES: C(=O)([O-])[O-].[K+].[K+].BrCCOC1CCCCO1.[CH2:17]([O:24][C:25]1[C:26]([CH2:61][CH3:62])=[C:27]([CH2:45][C:46]2[O:50][C:49](=[O:51])[N:48]([CH2:52][CH2:53][O:54]C3CCCCO3)[N:47]=2)[C:28]([C:39]2[CH:44]=[CH:43][CH:42]=[CH:41][CH:40]=2)=[C:29]([O:31][CH2:32][C:33]2[CH:38]=[CH:37][CH:36]=[CH:35][CH:34]=2)[CH:30]=1)[C:18]1[CH:23]=[CH:22][CH:21]=[CH:20][CH:19]=1.Cl.C(=O)([O-])O.[Na+]>CO.CN(C)C=O>[CH2:17]([O:24][C:25]1[C:26]([CH2:61][CH3:62])=[C:27]([CH2:45][C:46]2[O:50][C:49](=[O:51])[N:48]([CH2:52][CH2:53][OH:54])[N:47]=2)[C:28]([C:39]2[CH:40]=[CH:41][CH:42]=[CH:43][CH:44]=2)=[C:29]([O:31][CH2:32][C:33]2[CH:34]=[CH:35][CH:36]=[CH:37][CH:38]=2)[CH:30]=1)[C:18]1[CH:19]=[CH:20][CH:21]=[CH:22][CH:23]=1 |f:0.1.2,6.7|. Procedure details: In the same manner as in the step 1 in Example 317, 5-{[3,5-bis(benzyloxy)-2-ethyl-6-phenylphenyl]methyl}-3-(2-tetrahydropyran-2-yloxyethyl)-3H-1,3,4-oxadiazol-2-one was obtained from 5-{[3,5-bis(benzyloxy)-2-ethyl-6-phenylphenyl]methyl}-3H-1,3,4-oxadiazol-2-one (280 mg, 0.57 mmol) obtained in the step 2 in Example 315, using potassium carbonate (200 ng, 1.4 mmol), 2-(2-bromoethoxy)tetrahydro-2H-pyran (0.13 mL, 0.86 mmol) and N,N-dimethylformamide (3.0 mL). The resulting 5-{[3,5-bis(benzyloxy)-2...